This data is from the Open Reaction Database (ORD), a public repository of structured organic reaction records. The task is: describe an organic reaction: reactants, conditions, products, and yield Reactants: solution, Cl (HCl), C(C)(C)(C)OC(=O)N1CCC(CC1)NC1=C2C(=NC=C1NC(CC1CCCC1)=O)N(C=C2)S(=O)(=O)C2=CC=CC=C2 (4-[1-benzenesulfonyl-5-(2-cyclopentyl-acetylamino)-1H-pyrrolo[2,3-b]pyridin-4-ylamino]-piperidine-1-carboxylic acid tert-butyl ester). Run in O1CCOCC1 (1,4-dioxane), O1CCOCC1 (1,4-dioxane). Reaction conditions: temperature 25 celsius, time 1 hour. The product is C1(=CC=CC=C1)S(=O)(=O)N1C=CC=2C1=NC=C(C2NC2CCNCC2)NC(CC2CCCC2)=O (N-[1-benzenesulfonyl-4-(piperidin-4-ylamino)-1H-pyrrolo[2,3-b]pyridin-5-yl]-2-cyclopentyl-acetamide). RXN SMILES: Cl.C(OC([N:9]1[CH2:14][CH2:13][CH:12]([NH:15][C:16]2[C:21]([NH:22][C:23](=[O:30])[CH2:24][CH:25]3[CH2:29][CH2:28][CH2:27][CH2:26]3)=[CH:20][N:19]=[C:18]3[N:31]([S:34]([C:37]4[CH:42]=[CH:41][CH:40]=[CH:39][CH:38]=4)(=[O:36])=[O:35])[CH:32]=[CH:33][C:17]=23)[CH2:11][CH2:10]1)=O)(C)(C)C>O1CCOCC1>[C:37]1([S:34]([N:31]2[C:18]3=[N:19][CH:20]=[C:21]([NH:22][C:23](=[O:30])[CH2:24][CH:25]4[CH2:26][CH2:27][CH2:28][CH2:29]4)[C:16]([NH:15][CH:12]4[CH2:11][CH2:10][NH:9][CH2:14][CH2:13]4)=[C:17]3[CH:33]=[CH:32]2)(=[O:36])=[O:35])[CH:42]=[CH:41][CH:40]=[CH:39][CH:38]=1. Procedure: A 4.0 M solution of HCl in 1,4-dioxane (10 ml) was added to a solution of 4-[1-benzenesulfonyl-5-(2-cyclopentyl-acetylamino)-1H-pyrrolo[2,3-b]pyridin-4-ylamino]-piperidine-1-carboxylic acid tert-butyl ester (0.222 g, 0.382 mmol) in 1,4-dioxane (10 ml) at 25° C. The reaction mixture was stirred at 25° C. for 1 h, then was concentrated under reduced pressure to afford crude N-[1-benzenesulfonyl-4-(piperidin-4-ylamino)-1H-pyrrolo[2,3-b]pyridin-5-yl]-2-cyclopentyl-acetamide (hydrochloride salt) as a... The reactants are Cl (HCl), C(C)S(=O)(=O)Cl (Ethylsulfonyl chloride), NC=1C=CC(=C(C1)C=1C(=CC(N(C1)C)=O)F)OC1=C(C=C(C=C1)F)F (5-[5-amino-2-(2,4-difluorophenoxyl)phenyl]-4-fluoro-1-methylpyridin-2-one), N1=CC=CC=C1 (pyridine). Solvent: ClCCl (dichloromethane). Run at time 2 hour. Yields the product FC1=C(OC2=C(C=C(C=C2)NS(=O)(=O)CC)C2=CN(C(C=C2F)=O)C)C=CC(=C1)F (N-[4-(2,4-difluorophenoxy)-3-(4-fluoro-1-methyl-6-oxopyridin-3-yl)phenyl]ethanesulfonamide). Isolated yield 71.7%. Reaction SMILES: [CH2:1]([S:3](Cl)(=[O:5])=[O:4])[CH3:2].[NH2:7][C:8]1[CH:9]=[CH:10][C:11]([O:23][C:24]2[CH:29]=[CH:28][C:27]([F:30])=[CH:26][C:25]=2[F:31])=[C:12]([C:14]2[C:15]([F:22])=[CH:16][C:17](=[O:21])[N:18]([CH3:20])[CH:19]=2)[CH:13]=1.N1C=CC=CC=1.Cl>ClCCl>[F:31][C:25]1[CH:26]=[C:27]([F:30])[CH:28]=[CH:29][C:24]=1[O:23][C:11]1[CH:10]=[CH:9][C:8]([NH:7][S:3]([CH2:1][CH3:2])(=[O:5])=[O:4])=[CH:13][C:12]=1[C:14]1[C:15]([F:22])=[CH:16][C:17](=[O:21])[N:18]([CH3:20])[CH:19]=1. Reported procedure: Ethylsulfonyl chloride (177 mg, 1.4 mmol) was added dropwise to a stirred solution of 5-[5-amino-2-(2,4-difluorophenoxyl)phenyl]-4-fluoro-1-methylpyridin-2-one (72 mg, 0.21 mmol) and pyridine (50 μL, 0.63 mmol) in dichloromethane (500 μL) at 0° C. under nitrogen. After the mixture was allowed to warm to rt and stir for 2 h, it was treated with 1N HCl (3 mL) and extracted with dichloromethane (3×10 mL); the combined organic extracts were washed with saturated bicarbonate solution (aq), dried over... Reactants: CC1CCCCC1N, CC(N)c1ccccc1, C[Si](C)(C)CCOCn1ccc2nc(N)cnc21, CCN(C(C)C)C(C)C, O=C(Cl)Cl, ClCCl, Cl. The product is CC1CCCCC1NC(=O)Nc1cnc2c(ccn2COCC[Si](C)(C)C)n1. As a reaction SMILES: [CH3:33][CH:34]1[CH:35]([NH2:40])[CH2:36][CH2:37][CH2:38][CH2:39]1.[CH3:41][CH:42]([NH2:43])[c:44]1[cH:45][cH:46][cH:47][cH:48][cH:49]1.[CH3:5][Si:6]([CH2:7][CH2:8][O:9][CH2:10][n:11]1[cH:12][cH:13][c:14]2[c:15]1[n:16][cH:17][c:18]([NH2:20])[n:19]2)([CH3:21])[CH3:22].[CH:23]([N:24]([CH:25]([CH3:26])[CH3:27])[CH2:28][CH3:29])([CH3:30])[CH3:31].[Cl:1][C:2]([Cl:3])=[O:4].[Cl:50][CH2:51][Cl:52].[ClH:32]>>[C:2](=[O:4])([NH:20][c:18]1[cH:17][n:16][c:15]2[n:11]([CH2:10][O:9][CH2:8][CH2:7][Si:6]([CH3:5])([CH3:21])[CH3:22])[cH:12][cH:13][c:14]2[n:19]1)[NH:40][CH:35]1[CH:34]([CH3:33])[CH2:39][CH2:38][CH2:37][CH2:36]1. Reactants: C1CCOC1, CCS(=O)(=O)c1ccc(C(=O)OC)c(Cl)c1OCC(=O)N1CCCC1, Cl, [Na+], [OH-], O. Yields the product CCS(=O)(=O)c1ccc(C(=O)O)c(Cl)c1OCC(=O)N1CCCC1. Reaction SMILES: [CH2:29]1[O:30][CH2:31][CH2:32][CH2:33]1.[Cl:1][c:2]1[c:3]([C:4](=[O:5])[O:6][CH3:7])[cH:8][cH:9][c:10]([S:21](=[O:22])(=[O:23])[CH2:24][CH3:25])[c:11]1[O:12][CH2:13][C:14](=[O:15])[N:16]1[CH2:17][CH2:18][CH2:19][CH2:20]1.[ClH:28].[Na+:27].[OH-:26].[OH2:34]>>[Cl:1][c:2]1[c:3]([C:4](=[O:5])[OH:6])[cH:8][cH:9][c:10]([S:21](=[O:22])(=[O:23])[CH2:24][CH3:25])[c:11]1[O:12][CH2:13][C:14](=[O:15])[N:16]1[CH2:17][CH2:18][CH2:19][CH2:20]1.